From a dataset of the Open Reaction Database (ORD), a public repository of structured organic reaction records. describe an organic reaction: reactants, conditions, products, and yield The reactants are C1(CC1)COC1=C(C=C(C=C1)C1(OCCO1)C)C=1C2=C(N=CN1)C(=C(N2COCC[Si](C)(C)C)C)C(=O)O (4-[2-(cyclopropylmethoxy)-5-(2-methyl-1,3-dioxolan-2-yl)phenyl]-6-methyl-5-{[2-(trimethylsilyl)ethoxy]methyl}-5H-pyrrolo[3,2-d]pyrimidine-7-carboxylic acid), N[C@@H]1CC[C@H](CC1)NC(OC(C)(C)C)=O (tert-butyl trans-(4-amino-cyclohexyl)-carbamate). The product is C(C)(C)(C)OC(N[C@@H]1CC[C@H](CC1)NC(=O)C1=C(N(C2=C1N=CN=C2C2=C(C=CC(=C2)C2(OCCO2)C)OCC2CC2)COCC[Si](C)(C)C)C)=O (tert-Butyl(trans-4-{[(4-[2-(cyclopropylmethoxy)-5-(2-methyl-1,3-dioxolan-2-yl)phenyl]-6-methyl-5-{[2-(trimethylsilyl)ethoxy]methyl}-5H-pyrrolo[3,2-d]pyrimidin-7-yl)carbonyl]amino}cyclohexyl)carbamate). As a reaction SMILES: [CH:1]1([CH2:4][O:5][C:6]2[CH:11]=[CH:10][C:9]([C:12]3([CH3:17])[O:16][CH2:15][CH2:14][O:13]3)=[CH:8][C:7]=2[C:18]2[C:19]3[N:26]([CH2:27][O:28][CH2:29][CH2:30][Si:31]([CH3:34])([CH3:33])[CH3:32])[C:25]([CH3:35])=[C:24]([C:36]([OH:38])=O)[C:20]=3[N:21]=[CH:22][N:23]=2)[CH2:3][CH2:2]1.[NH2:39][C@H:40]1[CH2:45][CH2:44][C@H:43]([NH:46][C:47](=[O:53])[O:48][C:49]([CH3:52])([CH3:51])[CH3:50])[CH2:42][CH2:41]1>>[C:49]([O:48][C:47](=[O:53])[NH:46][C@H:43]1[CH2:42][CH2:41][C@H:40]([NH:39][C:36]([C:24]2[C:20]3[N:21]=[CH:22][N:23]=[C:18]([C:7]4[CH:8]=[C:9]([C:12]5([CH3:17])[O:13][CH2:14][CH2:15][O:16]5)[CH:10]=[CH:11][C:6]=4[O:5][CH2:4][CH:1]4[CH2:3][CH2:2]4)[C:19]=3[N:26]([CH2:27][O:28][CH2:29][CH2:30][Si:31]([CH3:33])([CH3:32])[CH3:34])[C:25]=2[CH3:35])=[O:38])[CH2:45][CH2:44]1)([CH3:52])([CH3:50])[CH3:51]. Reported procedure: Starting from 4-[2-(cyclopropylmethoxy)-5-(2-methyl-1,3-dioxolan-2-yl)phenyl]-6-methyl-5-{[2-(trimethylsilyl)ethoxy]methyl}-5H-pyrrolo[3,2-d]pyrimidine-7-carboxylic acid (example D.c13) and commercially available tert-butyl trans-(4-amino-cyclohexyl)-carbamate the title compound is obtained as pale yellow viscous oil. The reactants are CC(=O)CC(=O)C(C)(C)C, Cc1ccccc1, CCC(C)N, [Na+], [Na+], O=S(=O)([O-])[O-]. Yields the product CCC(C)NC(C)CC(=O)C(C)(C)C. RXN SMILES: [CH3:1][C:2]([CH3:3])([C:4]([CH2:5][C:6]([CH3:7])=[O:8])=[O:9])[CH3:10].[CH3:23][c:24]1[cH:25][cH:26][cH:27][cH:28][cH:29]1.[CH:18]([CH3:19])([CH2:20][CH3:21])[NH2:22].[Na+:11].[Na+:12].[O-:13][S:14](=[O:15])(=[O:16])[O-:17]>>[CH3:1][C:2]([CH3:3])([C:4]([CH2:5][CH:6]([CH3:7])[NH:22][CH:18]([CH3:19])[CH2:20][CH3:21])=[O:9])[CH3:10]. The reactants are B, CCO, O=C1NCC2c3ccccc3Oc3ccc(Cl)cc3C12, Cl, C1CCOC1, C1CCOC1. Yields the product Clc1ccc2c(c1)C1CNCC1c1ccccc1O2. RXN SMILES: [BH3:26].[CH3:28][CH2:29][OH:30].[Cl:1][c:2]1[cH:3][c:4]2[c:5]([cH:19][cH:20]1)[O:6][c:7]1[c:8]([cH:15][cH:16][cH:17][cH:18]1)[CH:9]1[CH:10]2[C:11](=[O:14])[NH:12][CH2:13]1.[ClH:27].[O:21]1[CH2:22][CH2:23][CH2:24][CH2:25]1.[O:31]1[CH2:32][CH2:33][CH2:34][CH2:35]1>>[Cl:1][c:2]1[cH:3][c:4]2[c:5]([cH:19][cH:20]1)[O:6][c:7]1[c:8]([cH:15][cH:16][cH:17][cH:18]1)[CH:9]1[CH:10]2[CH2:11][NH:12][CH2:13]1. The reactants are C12(CCCCC1)OC1=CC=CC=C1C(C2)=O (spiro[chroman-2,1′-cyclohexan]-4-one), Cl.O(C)N (methoxylamine hydrochloride), N1=CC=CC=C1 (pyridine), Pd on-carbon. The reagents and catalysts are Cl (HCl). The solvent is CO (methanol), CO (methanol). Run at time 8 hour. The product is C12(CCCCC1)OC1=CC=CC=C1C(C2)N (spiro[chroman-2,1′-cyclohexan]-4-amine). As a reaction SMILES: [C:1]12([CH2:15][C:14](=O)[C:13]3[C:8](=[CH:9][CH:10]=[CH:11][CH:12]=3)[O:7]1)[CH2:6][CH2:5][CH2:4][CH2:3][CH2:2]2.Cl.O([NH2:20])C.N1C=CC=CC=1>CO.Cl>[C:1]12([CH2:15][CH:14]([NH2:20])[C:13]3[C:8](=[CH:9][CH:10]=[CH:11][CH:12]=3)[O:7]1)[CH2:6][CH2:5][CH2:4][CH2:3][CH2:2]2 |f:1.2|. Procedure: To a solution of the product from Example 1A (3.022 g, 13.99 mmol) in methanol (50 mL) was added methoxylamine hydrochloride (1.17 g, 14.0 mmol) and pyridine (5.7 mL, 70.5 mmol). The mixture was stirred overnight at room temperature and was then evaporated in vacuo. The residue was partitioned between ethyl acetate and H2O, and the organic layer was dried over Na2SO4, filtered and evaporated in vacuo. The residue thus obtained was dissolved in methanol (50 mL) and was hydrogenated (balloon) over... Reactants: O=C(O)CCC(=O)c1ccccc1, CCc1csc(C(N)Cc2ccc([N+](=O)[O-])cc2)n1, Cn1ccnc1, ClCCl, Cc1ccc(S(=O)(=O)Cl)cc1. Product: CCc1csc(C(Cc2ccc([N+](=O)[O-])cc2)NC(=O)CCC(=O)c2ccccc2)n1. As a reaction SMILES: [C:1]([c:2]1[cH:3][cH:4][cH:5][cH:6][cH:7]1)(=[O:8])[CH2:9][CH2:10][C:11](=[O:12])[OH:13].[CH2:31]([CH3:32])[c:33]1[n:34][c:35]([CH:38]([CH2:39][c:40]2[cH:41][cH:42][c:43]([N+:46](=[O:47])[O-:48])[cH:44][cH:45]2)[NH2:49])[s:36][cH:37]1.[CH3:14][n:15]1[cH:16][cH:17][n:18][cH:19]1.[Cl:50][CH2:51][Cl:52].[c:20]1([CH3:21])[cH:22][cH:23][c:24]([S:25]([Cl:26])(=[O:27])=[O:28])[cH:29][cH:30]1>>[C:1]([c:2]1[cH:3][cH:4][cH:5][cH:6][cH:7]1)(=[O:8])[CH2:9][CH2:10][C:11](=[O:13])[NH:49][CH:38]([c:35]1[n:34][c:33]([CH2:31][CH3:32])[cH:37][s:36]1)[CH2:39][c:40]1[cH:41][cH:42][c:43]([N+:46](=[O:47])[O-:48])[cH:44][cH:45]1.